This data is from the Open Reaction Database (ORD), a public repository of structured organic reaction records. The task is: describe an organic reaction: reactants, conditions, products, and yield Reactants: CCOC(=O)Cc1cc(Oc2ccc(Br)cc2CBr)ccc1C(F)(F)F, CC1NC(=O)OC1c1ccccc1. Yields the product CCOC(=O)Cc1cc(Oc2ccc(Br)cc2CN2C(=O)OC(c3ccccc3)C2C)ccc1C(F)(F)F. Reaction SMILES: [CH2:1]([CH3:2])[O:3][C:4]([CH2:5][c:6]1[c:7]([C:22]([F:23])([F:24])[F:25])[cH:8][cH:9][c:10]([O:12][c:13]2[c:14]([CH2:20][Br:21])[cH:15][c:16]([Br:19])[cH:17][cH:18]2)[cH:11]1)=[O:26].[CH3:27][CH:28]1[NH:29][C:30](=[O:39])[O:31][CH:32]1[c:33]1[cH:34][cH:35][cH:36][cH:37][cH:38]1>>[CH2:1]([CH3:2])[O:3][C:4]([CH2:5][c:6]1[c:7]([C:22]([F:23])([F:24])[F:25])[cH:8][cH:9][c:10]([O:12][c:13]2[c:14]([CH2:20][N:29]3[CH:28]([CH3:27])[CH:32]([c:33]4[cH:34][cH:35][cH:36][cH:37][cH:38]4)[O:31][C:30]3=[O:39])[cH:15][c:16]([Br:19])[cH:17][cH:18]2)[cH:11]1)=[O:26]. Starting materials: FC=1C=C(C=C(C1)C1=CN(C=2N=CN=C(C21)N[C@@H](C)C2=NN1C(C(N2C2=CC=CC=C2)=O)=C(C=C1)C)COCC[Si](C)(C)C)NS(=O)(=O)N (N-[3-Fluoro-5-(4-{[(1S)-1-(5-methyl-4-oxo-3-phenyl-3,4-dihydropyrrolo[2,1-f][1,2,4]triazin-2-yl)ethyl]amino}-7-{[2-(trimethylsilyl)ethoxy]methyl}-7H-pyrrolo[2,3-d]pyrimidin-5-yl)phenyl]sulfamide), FC(C(=O)O)(F)F (trifluoroacetic acid), N (ammonia). Product: FC=1C=C(C=C(C1)C1=CNC=2N=CN=C(C21)N[C@@H](C)C2=NN1C(C(N2C2=CC=CC=C2)=O)=C(C=C1)C)NS(=O)(=O)N (N-[3-Fluoro-5-(4-{[(1S)-1-(5-methyl-4-oxo-3-phenyl-3,4-dihydropyrrolo[2,1-f][1,2,4]triazin-2-yl)ethyl]amino}-7H-pyrrolo[2,3-d]pyrimidin-5-yl)phenyl]sulfamide). Isolated yield 58.1%. Reaction SMILES: [F:1][C:2]1[CH:3]=[C:4]([NH:45][S:46]([NH2:49])(=[O:48])=[O:47])[CH:5]=[C:6]([C:8]2[C:16]3[C:15]([NH:17][C@H:18]([C:20]4[N:25]([C:26]5[CH:31]=[CH:30][CH:29]=[CH:28][CH:27]=5)[C:24](=[O:32])[C:23]5=[C:33]([CH3:36])[CH:34]=[CH:35][N:22]5[N:21]=4)[CH3:19])=[N:14][CH:13]=[N:12][C:11]=3[N:10](COCC[Si](C)(C)C)[CH:9]=2)[CH:7]=1.FC(F)(F)C(O)=O.N>>[F:1][C:2]1[CH:3]=[C:4]([NH:45][S:46]([NH2:49])(=[O:47])=[O:48])[CH:5]=[C:6]([C:8]2[C:16]3[C:15]([NH:17][C@H:18]([C:20]4[N:25]([C:26]5[CH:27]=[CH:28][CH:29]=[CH:30][CH:31]=5)[C:24](=[O:32])[C:23]5=[C:33]([CH3:36])[CH:34]=[CH:35][N:22]5[N:21]=4)[CH3:19])=[N:14][CH:13]=[N:12][C:11]=3[NH:10][CH:9]=2)[CH:7]=1. Procedure details: N-[3-Fluoro-5-(4-{[(1S)-1-(5-methyl-4-oxo-3-phenyl-3,4-dihydropyrrolo[2,1-f][1,2,4]triazin-2-yl)ethyl]amino}-7-{[2-(trimethylsilyl)ethoxy]methyl}-7H-pyrrolo[2,3-d]pyrimidin-5-yl)phenyl]sulfamide (46 mg, 0.06 mmol) was treated with trifluoroacetic acid (2.0 ml, 26.0 mmol) and a solution of ammonia (7N in methanol, 10 ml, 70.0 mmol) according to the method described in Example 27. The residue was purified using SP1® Purification System (0% to 5% dichloromethane-methanol) to obtain 20 mg (57% yield... Reactants: COC(C1=C(C=NC=C1)OCC1=CC=CC(=N1)C(=O)O)OC (6-([[4-(dimethoxymethyl)pyridin-3-yl]oxy]methyl)pyridine-2-carboxylic acid), CS(=O)C (DMSO), FC(C(=O)O)(F)F (trifluoroacetic acid). Solvent: ClCCl (dichloromethane). Run at temperature 45 celsius, time 3.5 hour. Yields the product FC(C(=O)O)(F)F.C(=O)C1=C(C=NC=C1)OCC1=CC=CC(=N1)C(=O)O (2,2,2-trifluoroacetic acid 6-(((4-formylpyridin-3-yl)oxy)methyl)picolinic acid). As a reaction SMILES: C[O:2][CH:3](OC)[C:4]1[CH:9]=[CH:8][N:7]=[CH:6][C:5]=1[O:10][CH2:11][C:12]1[N:17]=[C:16]([C:18]([OH:20])=[O:19])[CH:15]=[CH:14][CH:13]=1.CS(C)=O.[F:27][C:28]([F:33])([F:32])[C:29]([OH:31])=[O:30]>ClCCl>[F:27][C:28]([F:33])([F:32])[C:29]([OH:31])=[O:30].[CH:3]([C:4]1[CH:9]=[CH:8][N:7]=[CH:6][C:5]=1[O:10][CH2:11][C:12]1[N:17]=[C:16]([C:18]([OH:20])=[O:19])[CH:15]=[CH:14][CH:13]=1)=[O:2] |f:4.5|. Procedure details: Into an 8-mL sealed tube, was placed a solution of 6-([[4-(dimethoxymethyl)pyridin-3-yl]oxy]methyl)pyridine-2-carboxylic acid (150 mg, 0.49 mmol, 1.00 equiv) in dichloromethane (4 mL) and trifluoroacetic acid (2 mL). The resulting solution was stirred for 3.5 h at 45° C. in an oil bath. The resulting mixture was concentrated under vacuum. The crude product (100 mg) was purified by Prep-HPLC with the following conditions (2#-AnalyseHPLC-SHIMADZU(HPLC-10)): Column, SunFire Prep C18 OBD Column, 5 u... The reactants are OC1=C(C=CC=C1)C=1SC=C(N1)C(=O)O (2-(2-hydroxyphenyl)-4-thiazolecarboxylic acid), C(C)(=O)OC(C)=O (acetic anhydride). Run in N1=CC=CC=C1 (pyridine). The product is C(C)(=O)OC1=C(C=CC=C1)C=1SC=C(N1)C(=O)O (2-(2-acetoxyphenyl)-4-thiazolecarboxylic acid). As a reaction SMILES: [OH:1][C:2]1[CH:7]=[CH:6][CH:5]=[CH:4][C:3]=1[C:8]1[S:9][CH:10]=[C:11]([C:13]([OH:15])=[O:14])[N:12]=1.[C:16](OC(=O)C)(=[O:18])[CH3:17]>N1C=CC=CC=1>[C:16]([O:1][C:2]1[CH:7]=[CH:6][CH:5]=[CH:4][C:3]=1[C:8]1[S:9][CH:10]=[C:11]([C:13]([OH:15])=[O:14])[N:12]=1)(=[O:18])[CH3:17]. Reported procedure: To a solution of 2-(2-hydroxyphenyl)-4-thiazolecarboxylic acid (900 mg) dissolved in dry pyridine (15 ml) was added dropwise acetic anhydride (0.461 ml) under ice-cooling. The mixture was allowed to warm up to room temperature and to react for additional 1.5 hours. Then the solvent was removed and the residue was treated with water, acidified with 2N--HCl and extracted with ethyl acetate. The extract was washed with water, dried and concentrated to give the desired compound, Reactants: O=C(C(=O)OCC)CCOC1=CC=CC=C1 (ethyl 2-oxo-4-phenoxybutanoate), C(O)(O)=O.NC(=N)N (guanidine carbonate). Run in C(C)O (ethanol). Product: NC1=NC(=CC(=N1)O)COC1=CC=CC=C1 (2-amino-4-hydroxy-6-phenoxymethylpyrimidine). The yield is 58.8%. As a reaction SMILES: O=[C:2]([CH2:8][CH2:9][O:10][C:11]1[CH:16]=[CH:15][CH:14]=[CH:13][CH:12]=1)[C:3](OCC)=[O:4].C(=O)(O)O.[NH2:21][C:22]([NH2:24])=[NH:23]>C(O)C>[NH2:24][C:22]1[N:23]=[C:3]([OH:4])[CH:2]=[C:8]([CH2:9][O:10][C:11]2[CH:16]=[CH:15][CH:14]=[CH:13][CH:12]=2)[N:21]=1 |f:1.2|. Reported procedure: A mixture of 7.8 g (36 mmol) of ethyl 2-oxo-4-phenoxybutanoate and 3.4 g (38 mmol) guanidine carbonate was heated to reflux in 100 ml abs. ethanol for 48 hours. Filtration of the cooled suspension afforded 4.6 g of 2-amino-4-hydroxy-6-phenoxymethylpyrimidine in two crops, m.p. 253°-254° (dec). This intermediate (4.3 g, 20 mmol) was heated to reflux in 50 ml phosphorous oxychloride for 2 hours then evaporated. The residue was treated with ice-water and neutralized with 10% sodium hydroxide soluti... Starting materials: C(CCCCC)(=O)Cl (caproylchloride), Cl.FC(C1=CC=2N(C3=CC=CC=C3SC2C=C1)CCCN1CC(CC1)O)(F)F (2-trifluoromethyl-10-[3-(3-hydroxypyrrolidino)-propyl]-phenothiazine.hydrochloride), CO (methanol). The solvent is ClC(C)Cl (dichloroethane). The product is FC(C1=CC=2N(C3=CC=CC=C3SC2C=C1)CCCN1CC(CC1)OC(CCCCC)=O)(F)F (2-trifluoromethyl-10-[3-(3-caproyloxypyrrolidino)-propyl]-phenothiazine). Reaction SMILES: Cl.[F:2][C:3]([F:28])([F:27])[C:4]1[CH:17]=[CH:16][C:15]2[S:14][C:13]3[C:8](=[CH:9][CH:10]=[CH:11][CH:12]=3)[N:7]([CH2:18][CH2:19][CH2:20][N:21]3[CH2:25][CH2:24][CH:23]([OH:26])[CH2:22]3)[C:6]=2[CH:5]=1.[C:29](Cl)(=[O:35])[CH2:30][CH2:31][CH2:32][CH2:33][CH3:34].CO>ClC(Cl)C>[F:28][C:3]([F:27])([F:2])[C:4]1[CH:17]=[CH:16][C:15]2[S:14][C:13]3[C:8](=[CH:9][CH:10]=[CH:11][CH:12]=3)[N:7]([CH2:18][CH2:19][CH2:20][N:21]3[CH2:25][CH2:24][CH:23]([O:26][C:29](=[O:35])[CH2:30][CH2:31][CH2:32][CH2:33][CH3:34])[CH2:22]3)[C:6]=2[CH:5]=1 |f:0.1|. Reported procedure: 8.6 G. of 2-trifluoromethyl-10-[3-(3-hydroxypyrrolidino)-propyl]-phenothiazine.hydrochloride were dissolved in 100 ml of dichloroethane. To the solution were added drop by drop 3.0 g of caproylchloride at a room temperature with stirring. This mixture was heated under reflux for two hours. After cooling, 20 ml of methanol were added to said mixture, and the whole was stirred for about 1 hour. The resulting reaction mixture was washed, in turn, with water, aqueous potasium carbonate solution and ... Starting materials: ClC1=C(COC=2C=CC=C3C=CC(=NC23)C)C(=CC=C1N(C(CN1C(C=2C(C1=O)=CC=CC2)=O)=O)CC(=O)OCC)Cl (8-[2,6-dichloro-3-[N-ethoxycarbonylmethyl-N-(phthalimidoacetyl)amino]benzyloxy]-2-methylquinoline), solution, CN (methylamine). Run in ClCCl (dichloromethane), CO (methanol). Run at time 24 hour. The product is ClC1=C(COC=2C=CC=C3C=CC(=NC23)C)C(=CC=C1N1C(CNC(C1)=O)=O)Cl (8-[2,6-dichloro-3-(2,5-dioxopiperazin-1-yl)benzyloxy]-2-methylquinoline). The yield is 50.0%. Reaction SMILES: [Cl:1][C:2]1[C:20]([N:21]([CH2:36]C(OCC)=O)[C:22](=[O:35])[CH2:23][N:24]2C(=O)C3=CC=CC=C3[C:25]2=[O:34])=[CH:19][CH:18]=[C:17]([Cl:42])[C:3]=1[CH2:4][O:5][C:6]1[CH:7]=[CH:8][CH:9]=[C:10]2[C:15]=1[N:14]=[C:13]([CH3:16])[CH:12]=[CH:11]2.CN>ClCCl.CO>[Cl:1][C:2]1[C:20]([N:21]2[CH2:36][C:25](=[O:34])[NH:24][CH2:23][C:22]2=[O:35])=[CH:19][CH:18]=[C:17]([Cl:42])[C:3]=1[CH2:4][O:5][C:6]1[CH:7]=[CH:8][CH:9]=[C:10]2[C:15]=1[N:14]=[C:13]([CH3:16])[CH:12]=[CH:11]2. Procedure: To the solution of 8-[2,6-dichloro-3-[N-ethoxycarbonylmethyl-N-(phthalimidoacetyl)amino]benzyloxy]-2-methylquinoline (527 mg) in dichloromethane (5.3 ml) was added 30% solution of methylamine in methanol (2 ml) at ambient temperature. After stirring for 24 hours, the reaction mixture was evaporated in vacuo. The residue was purified by flash column chromatography (silica gel 50 ml) eluting with dichloromethane/methanol (20/1, V/V) and by crystallizing from isopropyl ether to give 8-[2,6-dichloro...